From a dataset of the Open Reaction Database (ORD), a public repository of structured organic reaction records. describe an organic reaction: reactants, conditions, products, and yield The reactants are C(C)(=O)O (acetic acid), [O-]CC.[Na+] (sodium ethoxide), C(C=C)#N (acrylonitrile), C(CC)OP(O)C(OCCC)OCCC (di-n-propyloxymethylphosphonous acid n-propylester). The solvent is C(C)O (ethanol), C(C)O (ethanol). Run at time 8 hour. The product is C(#N)CCP(OCC)(=O)C(OCCC)OCCC (ethyl 2-cyanoethyl(di-n-propyloxymethyl)phosphinate). RXN SMILES: [O-]CC.[Na+].[C:5](#[N:8])[CH:6]=[CH2:7].[CH2:9]([O:12][P:13]([CH:15]([O:20][CH2:21][CH2:22][CH3:23])[O:16][CH2:17][CH2:18][CH3:19])[OH:14])[CH2:10]C.C(O)(=O)C>C(O)C>[C:5]([CH2:6][CH2:7][P:13]([CH:15]([O:16][CH2:17][CH2:18][CH3:19])[O:20][CH2:21][CH2:22][CH3:23])(=[O:14])[O:12][CH2:9][CH3:10])#[N:8] |f:0.1|. Procedure: A solution of sodium ethoxide in absolute ethanol (0.48 g of sodium metal in 15 ml of absolute ethanol) is cooled to 0° under nitrogen or argon. A solution of 2.72 g of acrylonitrile and 12.2 g of di-n-propyloxymethylphosphonous acid n-propylester in 50 ml of absolute ethanol is added at such a rate that the temperature does not exceed 5°. After the addition is completed, the solution is allowed to warm to room temperature and stirred overnight. After addition of 1.22 g of glacial acetic acid, t... The reactants are COc1ccc2c(c1)CCC1CCN(C)C(=O)C(CC3(C)OCCO3)=C21, [Na+], C1CCOC1, [OH-], O, c1ccccc1. Yields the product COc1ccc2c(c1)CCC1CCN(C)CC(CC3(C)OCCO3)=C21. RXN SMILES: [CH3:1][C:2]1([CH2:7][C:8]2=[C:14]3[CH:13]([CH2:12][CH2:11][N:10]([CH3:25])[C:9]2=[O:26])[CH2:22][CH2:21][c:20]2[c:15]3[cH:16][cH:17][c:18]([O:23][CH3:24])[cH:19]2)[O:3][CH2:4][CH2:5][O:6]1.[Na+:29].[O:36]1[CH2:37][CH2:38][CH2:39][CH2:40]1.[OH-:28].[OH2:27].[cH:30]1[cH:31][cH:32][cH:33][cH:34][cH:35]1>>[CH3:1][C:2]1([CH2:7][C:8]2=[C:14]3[CH:13]([CH2:12][CH2:11][N:10]([CH3:25])[CH2:9]2)[CH2:22][CH2:21][c:20]2[c:15]3[cH:16][cH:17][c:18]([O:23][CH3:24])[cH:19]2)[O:3][CH2:4][CH2:5][O:6]1. Starting materials: ClC1=NC(=CC=C1)OC (2-Chloro-6-methoxypyridine), FC1=C(C=C(C=C1)[N+](=O)[O-])B1OC(C(O1)(C)C)(C)C (2-(2-fluoro-5-nitrophenyl)-4,4,5,5-tetramethyl-[1,3,2]dioxaborolane). Reported procedure: 2-Chloro-6-methoxypyridine (1.26 g, 8.81 mmol) was coupled to 2-(2-fluoro-5-nitrophenyl)-4,4,5,5-tetramethyl-[1,3,2]dioxaborolane (3 g, 11.45 mmol) using the method in Example 47. Purification by chromatography on silica gel eluting with dichloromethane containing 20% isohexane then recrystallisation from toluene/isohexane gave 2-(2-fluoro-5-nitrophenyl)-6-methoxypyridine as a white solid: δH (400 MHz, CDCl3) 4.05 (3H, s), 6.81 (1H, d, J 8), 7.30 (1H, dd, J 10 and 9), 7.48-7.51 (1H, m), 7.69 (1H... Yields the product FC1=C(C=C(C=C1)[N+](=O)[O-])C1=NC(=CC=C1)OC (2-(2-fluoro-5-nitrophenyl)-6-methoxypyridine). RXN SMILES: Cl[C:2]1[CH:7]=[CH:6][CH:5]=[C:4]([O:8][CH3:9])[N:3]=1.[F:10][C:11]1[CH:16]=[CH:15][C:14]([N+:17]([O-:19])=[O:18])=[CH:13][C:12]=1B1OC(C)(C)C(C)(C)O1>>[F:10][C:11]1[CH:16]=[CH:15][C:14]([N+:17]([O-:19])=[O:18])=[CH:13][C:12]=1[C:2]1[CH:7]=[CH:6][CH:5]=[C:4]([O:8][CH3:9])[N:3]=1. The reactants are O=C([O-])O, Cc1ccc(C2=CC(=O)CN(Cc3ccccc3)C2)cc1, CCO, Cl, [Na+], [Na], O. The product is Cc1ccc(C2=CC(O)CN(Cc3ccccc3)C2)cc1. Reaction SMILES: [C:24](=[O:25])([OH:26])[O-:27].[CH2:3]([c:4]1[cH:5][cH:6][cH:7][cH:8][cH:9]1)[N:10]1[CH2:11][C:12](=[O:23])[CH:13]=[C:14]([c:16]2[cH:17][cH:18][c:19]([CH3:22])[cH:20][cH:21]2)[CH2:15]1.[CH3:30][CH2:31][OH:32].[ClH:2].[Na+:28].[Na:29].[OH2:1]>>[CH2:3]([c:4]1[cH:5][cH:6][cH:7][cH:8][cH:9]1)[N:10]1[CH2:11][CH:12]([OH:23])[CH:13]=[C:14]([c:16]2[cH:17][cH:18][c:19]([CH3:22])[cH:20][cH:21]2)[CH2:15]1. Reactants: [Cl-].[Al+3].[Cl-].[Cl-] (aluminum chloride), C1(=CC=CC=C1)C(C1=CC=CC=C1)OC(=O)C1=C(CS[C@H]2N1C([C@H]2NC(\C(=N/OC(C2=CC=CC=C2)(C2=CC=CC=C2)C2=CC=CC=C2)\C=2N=C(SC2)NC(=O)OC(C)(C)C)=O)=O)SCSC=2SC=NN2 (7β-[(Z)-2-(2-t-butoxycarbonylaminothiazol-4-yl)-2-trityloxyiminoacetamido]-3-(1,3,4-thiadiazol-2-ylthiomethylthio)-3-cephem-4-carboxylic acid diphenylmethyl ester), C(C)O (ethanol). The solvent is C1(=CC=CC=C1)OC (anisole), Cl (hydrochloric acid), O (water), C1(=CC=CC=C1)OC (anisole), [N+](=O)([O-])C (nitromethane). Conditions: time 40 minute. The product is NC=1SC=C(N1)/C(/C(=O)N[C@H]1[C@@H]2N(C(=C(CS2)SCSC=2SC=NN2)C(=O)O)C1=O)=N/O (7β-[(Z)-2-(2-aminothiazol-4-yl)-2-hydroxyiminoacetamido]-3-(1,3,4-thiadiazol-2-ylthiomethylthio)-3-cephem-4-carboxylic acid). Yield: 74.1%. As a reaction SMILES: C1(C([O:14][C:15]([C:17]2[N:22]3[C:23](=[O:63])[C@@H:24]([NH:25][C:26](=[O:62])/[C:27](/[C:49]4[N:50]=[C:51]([NH:54]C(OC(C)(C)C)=O)[S:52][CH:53]=4)=[N:28]\[O:29]C(C4C=CC=CC=4)(C4C=CC=CC=4)C4C=CC=CC=4)[C@H:21]3[S:20][CH2:19][C:18]=2[S:64][CH2:65][S:66][C:67]2[S:68][CH:69]=[N:70][N:71]=2)=[O:16])C2C=CC=CC=2)C=CC=CC=1.[Cl-].[Al+3].[Cl-].[Cl-].C(O)C>C1(OC)C=CC=CC=1.[N+](C)([O-])=O.Cl.O>[NH2:54][C:51]1[S:52][CH:53]=[C:49](/[C:27](=[N:28]/[OH:29])/[C:26]([NH:25][C@@H:24]2[C:23](=[O:63])[N:22]3[C:17]([C:15]([OH:16])=[O:14])=[C:18]([S:64][CH2:65][S:66][C:67]4[S:68][CH:69]=[N:70][N:71]=4)[CH2:19][S:20][C@H:21]23)=[O:62])[N:50]=1 |f:1.2.3.4|. Procedure details: To a solution of 7β-[(Z)-2-(2-t-butoxycarbonylaminothiazol-4-yl)-2-trityloxyiminoacetamido]-3-(1,3,4-thiadiazol-2-ylthiomethylthio)-3-cephem-4-carboxylic acid diphenylmethyl ester (535 mg: 0.51 mMol.) in a mixture of anisole (1 ml) and nitromethane (4 ml) is added a solution of aluminum chloride (0.61 g: 4.6 mMol.) in anisole (2 ml) at -30° C. and the mixture is stirred for 40 minutes. The reaction mixture is mixed with ethanol (2 ml), stirred for 5 minutes at the same temperature, diluted with ... Reactants: O=C(Cl)c1ccc(Br)cc1, CC(=O)OCC1OC(n2ccc3c(Cl)cccc32)C(OC(C)=O)C(OC(C)=O)C1OC(C)=O. Yields the product CC(=O)OCC1OC(n2cc(C(=O)c3ccc(Br)cc3)c3c(Cl)cccc32)C(OC(C)=O)C(OC(C)=O)C1OC(C)=O. Reaction SMILES: [Br:34][c:35]1[cH:36][cH:37][c:38]([C:39](=[O:40])[Cl:41])[cH:42][cH:43]1.[Cl:1][c:2]1[c:3]2[cH:4][cH:5][n:6]([CH:11]3[CH:12]([O:13][C:14]([CH3:15])=[O:16])[CH:17]([O:18][C:19]([CH3:20])=[O:21])[CH:22]([O:23][C:24]([CH3:25])=[O:26])[CH:27]([CH2:29][O:30][C:31]([CH3:32])=[O:33])[O:28]3)[c:7]2[cH:8][cH:9][cH:10]1>>[Cl:1][c:2]1[c:3]2[c:4]([C:39]([c:38]3[cH:37][cH:36][c:35]([Br:34])[cH:43][cH:42]3)=[O:40])[cH:5][n:6]([CH:11]3[CH:12]([O:13][C:14]([CH3:15])=[O:16])[CH:17]([O:18][C:19]([CH3:20])=[O:21])[CH:22]([O:23][C:24]([CH3:25])=[O:26])[CH:27]([CH2:29][O:30][C:31]([CH3:32])=[O:33])[O:28]3)[c:7]2[cH:8][cH:9][cH:10]1. Reactants: COc1ccc(CNc2ncc(C#N)c3sc4cc(Br)ccc4c23)cc1, CN(C)Cc1ccc(B(O)O)cc1, Cl. Reaction SMILES: [Br:1][c:2]1[cH:3][c:4]2[c:5]([cH:6][cH:7]1)[c:8]1[c:9]([NH:17][CH2:18][c:19]3[cH:20][cH:21][c:22]([O:25][CH3:26])[cH:23][cH:24]3)[n:10][cH:11][c:12]([C:15]#[N:16])[c:13]1[s:14]2.[CH3:28][N:29]([CH3:30])[CH2:31][c:32]1[cH:33][cH:34][c:35]([B:38]([OH:39])[OH:40])[cH:36][cH:37]1.[ClH:27]>>[c:2]1(-[c:35]2[cH:34][cH:33][c:32]([CH2:31][N:29]([CH3:28])[CH3:30])[cH:37][cH:36]2)[cH:3][c:4]2[c:5]([cH:6][cH:7]1)[c:8]1[c:9]([NH:17][CH2:18][c:19]3[cH:20][cH:21][c:22]([O:25][CH3:26])[cH:23][cH:24]3)[n:10][cH:11][c:12]([C:15]#[N:16])[c:13]1[s:14]2. The product is COc1ccc(CNc2ncc(C#N)c3sc4cc(-c5ccc(CN(C)C)cc5)ccc4c23)cc1. Starting materials: O=C([O-])[O-], COCCOC, C=CB1OB(C=C)OB(C=C)O1, O=S(=O)(Oc1cc2c(nn1)OCCC2)C(F)(F)F, [K+], [K+], O, c1ccncc1, c1ccc(P(c2ccccc2)(c2ccccc2)[Pd](P(c2ccccc2)(c2ccccc2)c2ccccc2)(P(c2ccccc2)(c2ccccc2)c2ccccc2)P(c2ccccc2)(c2ccccc2)c2ccccc2)cc1. Product: C=Cc1cc2c(nn1)OCCC2. RXN SMILES: [C:19](=[O:20])([O-:21])[O-:22].[CH3:43][O:44][CH2:45][CH2:46][O:47][CH3:48].[CH:25](=[CH2:26])[B:27]1[O:28][B:29]([CH:30]=[CH2:31])[O:32][B:33]([CH:34]=[CH2:35])[O:36]1.[F:1][C:2]([F:3])([F:4])[S:5]([O:6][c:7]1[cH:8][c:9]2[c:10]([n:11][n:12]1)[O:13][CH2:14][CH2:15][CH2:16]2)(=[O:17])=[O:18].[K+:23].[K+:24].[OH2:126].[cH:37]1[cH:38][cH:39][n:40][cH:41][cH:42]1.[cH:49]1[cH:50][cH:51][c:52]([P:53]([Pd:54]([P:55]([c:56]2[cH:57][cH:58][cH:59][cH:60][cH:61]2)([c:62]2[cH:63][cH:64][cH:65][cH:66][cH:67]2)[c:68]2[cH:69][cH:70][cH:71][cH:72][cH:73]2)([P:74]([c:75]2[cH:76][cH:77][cH:78][cH:79][cH:80]2)([c:81]2[cH:82][cH:83][cH:84][cH:85][cH:86]2)[c:87]2[cH:88][cH:89][cH:90][cH:91][cH:92]2)[P:93]([c:94]2[cH:95][cH:96][cH:97][cH:98][cH:99]2)([c:100]2[cH:101][cH:102][cH:103][cH:104][cH:105]2)[c:106]2[cH:107][cH:108][cH:109][cH:110][cH:111]2)([c:112]2[cH:113][cH:114][cH:115][cH:116][cH:117]2)[c:118]2[cH:119][cH:120][cH:121][cH:122][cH:123]2)[cH:124][cH:125]1>>[c:7]1([CH:25]=[CH2:26])[cH:8][c:9]2[c:10]([n:11][n:12]1)[O:13][CH2:14][CH2:15][CH2:16]2. Starting materials: O=C1CCc2c1cccc2[N+](=O)[O-], O=C(Nc1ccncc1)c1ccc[nH]c1=O, CC(C)OC(=O)N=NC(=O)OC(C)C, CN(C)C=O, O, c1ccc(P(c2ccccc2)c2ccccc2)cc1. Product: O=C(Nc1ccncc1)c1cccn(C2CCc3c2cccc3[N+](=O)[O-])c1=O. RXN SMILES: [N+:17](=[O:18])([O-:19])[c:20]1[c:21]2[c:25]([cH:26][cH:27][cH:28]1)[C:24](=[O:29])[CH2:23][CH2:22]2.[O:1]=[c:2]1[nH:3][cH:4][cH:5][cH:6][c:7]1[C:8](=[O:9])[NH:10][c:11]1[cH:12][cH:13][n:14][cH:15][cH:16]1.[O:49]=[C:50]([O:51][CH:52]([CH3:53])[CH3:54])[N:55]=[N:56][C:57]([O:58][CH:59]([CH3:60])[CH3:61])=[O:62].[O:63]=[CH:64][N:65]([CH3:66])[CH3:67].[OH2:68].[c:30]1([P:31]([c:32]2[cH:33][cH:34][cH:35][cH:36][cH:37]2)[c:38]2[cH:39][cH:40][cH:41][cH:42][cH:43]2)[cH:44][cH:45][cH:46][cH:47][cH:48]1>>[O:1]=[c:2]1[n:3]([CH:24]2[CH2:23][CH2:22][c:21]3[c:20]([N+:17](=[O:18])[O-:19])[cH:28][cH:27][cH:26][c:25]32)[cH:4][cH:5][cH:6][c:7]1[C:8](=[O:9])[NH:10][c:11]1[cH:12][cH:13][n:14][cH:15][cH:16]1.